This data is from the Open Reaction Database (ORD), a public repository of structured organic reaction records. The task is: describe an organic reaction: reactants, conditions, products, and yield Reactants: F[B-](F)(F)F, CC[O+](CC)CC, COc1cc(C#N)ccc1C1C([N+](=O)[O-])=C(C)Nc2cc[nH]c(=O)c21, CO, ClCCl. Reaction SMILES: [B-:26]([F:27])([F:28])([F:29])[F:30].[CH2:31]([CH3:32])[O+:33]([CH2:34][CH3:35])[CH2:36][CH3:37].[CH3:1][O:2][c:3]1[cH:4][c:5]([C:6]#[N:7])[cH:8][cH:9][c:10]1[CH:11]1[C:12]([N+:23](=[O:24])[O-:25])=[C:13]([CH3:22])[NH:14][c:15]2[cH:16][cH:17][nH:18][c:19](=[O:21])[c:20]21.[CH3:41][OH:42].[Cl:38][CH2:39][Cl:40]>>[CH3:1][O:2][c:3]1[cH:4][c:5]([C:6]#[N:7])[cH:8][cH:9][c:10]1[CH:11]1[C:12]([N+:23](=[O:24])[O-:25])=[C:13]([CH3:22])[NH:14][c:15]2[cH:16][cH:17][n:18][c:19]([O:21][CH2:31][CH3:32])[c:20]21. Product: CCOc1nccc2c1C(c1ccc(C#N)cc1OC)C([N+](=O)[O-])=C(C)N2. The product is FC=1C(=NC(=CC1)C)C1=NC=CC(=C1)N1C(C2=CC=CC=C2C1=O)=O (2-(3′-fluoro-6′-methyl-2,2′-bipyridin-4-yl)isoindoline-1,3-dione). Reagents/catalysts: C=1C=CC(=CC1)[P](C=2C=CC=CC2)(C=3C=CC=CC3)[Pd]([P](C=4C=CC=CC4)(C=5C=CC=CC5)C=6C=CC=CC6)([P](C=7C=CC=CC7)(C=8C=CC=CC8)C=9C=CC=CC9)[P](C=1C=CC=CC1)(C=1C=CC=CC1)C=1C=CC=CC1 (tetrakis(triphenylphosphine)palladium(0)), [Cl-].[Zn+2].[Cl-] (zinc(II)chloride). The reactants are BrC1=NC=CC(=C1)N1C(C2=CC=CC=C2C1=O)=O (2-(2-bromopyridin-4-yl) isoindoline-1,3-dione), C(C)(C)(C)[Li] (tert-Butyllithium), BrC1=NC(=CC=C1F)C (2-bromo-3-fluoro-6-methylpyridine). Yield: 44.8%. Conditions: time 30 minute. Reported procedure: Tetrahydrofuran (10 mL) was cooled to −78° C. and tert-Butyllithium (4.56 ml, 6.84 mmol) was added, followed by a solution of 2-bromo-3-fluoro-6-methylpyridine (1 g, 5.26 mmol) in tetrahydrofuran (2.5 mL). The reaction mixture was stirred for 30 minutes then zinc(II)chloride (2.58 g, 18.95 mmol) was added and the reaction was warmed to room temperature over 2 hours. A solution of 2-(2-bromopyridin-4-yl) isoindoline-1,3-dione (9) (1.595 g, 5.26 mmol) and tetrakis(triphenylphosphine)palladium(0) (... As a reaction SMILES: C([Li])(C)(C)C.Br[C:7]1[C:12]([F:13])=[CH:11][CH:10]=[C:9]([CH3:14])[N:8]=1.Br[C:16]1[CH:21]=[C:20]([N:22]2[C:30](=[O:31])[C:29]3[C:24](=[CH:25][CH:26]=[CH:27][CH:28]=3)[C:23]2=[O:32])[CH:19]=[CH:18][N:17]=1>O1CCCC1.[Cl-].[Zn+2].[Cl-].C1C=CC([P]([Pd]([P](C2C=CC=CC=2)(C2C=CC=CC=2)C2C=CC=CC=2)([P](C2C=CC=CC=2)(C2C=CC=CC=2)C2C=CC=CC=2)[P](C2C=CC=CC=2)(C2C=CC=CC=2)C2C=CC=CC=2)(C2C=CC=CC=2)C2C=CC=CC=2)=CC=1>[F:13][C:12]1[C:7]([C:18]2[CH:19]=[C:20]([N:22]3[C:23](=[O:32])[C:24]4[C:29](=[CH:28][CH:27]=[CH:26][CH:25]=4)[C:30]3=[O:31])[CH:21]=[CH:16][N:17]=2)=[N:8][C:9]([CH3:14])=[CH:10][CH:11]=1 |f:4.5.6,^1:44,46,65,84|. The solvent is C1CCOC1 (THF), O1CCCC1 (Tetrahydrofuran), O1CCCC1 (tetrahydrofuran). Starting materials: ClCC(=O)N1[C@@H](CC[C@@H]1C#C)C#N ((2S,5R)-1-(chloroacetyl)-5-ethynylpyrrolidine-2-carbonitrile), FC1=CC=C(C=C1)CC(C)(C)N (1-(4-fluorophenyl)-2-methyl-2-propylamine). The solvent is C(C)#N (acetonitrile). Run at time 2 day. Yields the product C(#C)[C@H]1CC[C@H](N1C(CNC(CC1=CC=C(C=C1)F)(C)C)=O)C#N ((2S,5R)-5-ethynyl-1-{N-(2-(4-fluorophenyl)-1,1-dimethylethyl)glycyl}pyrrolidine-2-carbonitrile). As a reaction SMILES: Cl[CH2:2][C:3]([N:5]1[C@@H:9]([C:10]#[CH:11])[CH2:8][CH2:7][C@H:6]1[C:12]#[N:13])=[O:4].[F:14][C:15]1[CH:20]=[CH:19][C:18]([CH2:21][C:22]([NH2:25])([CH3:24])[CH3:23])=[CH:17][CH:16]=1>C(#N)C>[C:10]([C@@H:9]1[N:5]([C:3](=[O:4])[CH2:2][NH:25][C:22]([CH3:24])([CH3:23])[CH2:21][C:18]2[CH:19]=[CH:20][C:15]([F:14])=[CH:16][CH:17]=2)[C@H:6]([C:12]#[N:13])[CH2:7][CH2:8]1)#[CH:11]. Procedure: To a stirred solution of (2S,5R)-1-(chloroacetyl)-5-ethynylpyrrolidine-2-carbonitrile (0.05 g, 0.25 mmol, Example 8D) in acetonitrile (3 mL) at room temperature under nitrogen was added 1-(4-fluorophenyl)-2-methyl-2-propylamine (0.09 g, 0.508 mmol). The reaction mixture was stirred for two days and then concentrated under reduced pressure. The residue was flash chromatographed with 1-2% MeOH/CH2Cl2 to provide the desired compound as a white powder. MS (DCI) m/z 328 (M+H)+; 1H NMR (300 MHz, DMSO-...